This data is from the Open Reaction Database (ORD), a public repository of structured organic reaction records. The task is: describe an organic reaction: reactants, conditions, products, and yield Starting materials: BrCCCCCCOCCCCCCc1cnccn1, NCC(O)c1cc(Cl)c(N)c(Cl)c1, CN(C)C=O. Product: Nc1c(Cl)cc(C(O)CNCCCCCCOCCCCCCc2cnccn2)cc1Cl. Reaction SMILES: [Br:14][CH2:15][CH2:16][CH2:17][CH2:18][CH2:19][CH2:20][O:21][CH2:22][CH2:23][CH2:24][CH2:25][CH2:26][CH2:27][c:28]1[n:29][cH:30][cH:31][n:32][cH:33]1.[NH2:1][c:2]1[c:3]([Cl:13])[cH:4][c:5]([CH:9]([OH:10])[CH2:11][NH2:12])[cH:6][c:7]1[Cl:8].[O:34]=[CH:35][N:36]([CH3:37])[CH3:38]>>[NH2:1][c:2]1[c:3]([Cl:13])[cH:4][c:5]([CH:9]([OH:10])[CH2:11][NH:12][CH2:15][CH2:16][CH2:17][CH2:18][CH2:19][CH2:20][O:21][CH2:22][CH2:23][CH2:24][CH2:25][CH2:26][CH2:27][c:28]2[n:29][cH:30][cH:31][n:32][cH:33]2)[cH:6][c:7]1[Cl:8].